From a dataset of the Open Reaction Database (ORD), a public repository of structured organic reaction records. describe an organic reaction: reactants, conditions, products, and yield Reactants: C1(OCCC2=CC=CC=C12)CCl ((isochroman-1-yl)methyl chloride), N1CCNCC1 (piperazine), [OH-].[Na+] (sodium hydroxide). Yields the product C1(OCCC2=CC=CC=C12)CN1CCNCC1 (1-[(Isochroman-1-yl)methyl]piperazine). Isolated yield 70.7%. As a reaction SMILES: [CH:1]1([CH2:11]Cl)[C:10]2[C:5](=[CH:6][CH:7]=[CH:8][CH:9]=2)[CH2:4][CH2:3][O:2]1.[NH:13]1[CH2:18][CH2:17][NH:16][CH2:15][CH2:14]1.[OH-].[Na+]>>[CH:1]1([CH2:11][N:13]2[CH2:18][CH2:17][NH:16][CH2:15][CH2:14]2)[C:10]2[C:5](=[CH:6][CH:7]=[CH:8][CH:9]=2)[CH2:4][CH2:3][O:2]1 |f:2.3|. Reported procedure: To 1 g (5.48 mmol) of (isochroman-1-yl)methyl chloride obtainable by Reference Example 1 was added 2 g (23.3 mmol) of piperazine, and the resulting mixture was heated at 100° to 120° C. for 10 hours. After being cooled, the mixture was basified with the addition of 10% sodium hydroxide and then extracted with chloroform. The extract was washed with water and then dried. The solvent was evaporated off. The residue was distilled under reduced pressure (150° C./15 mmHg) to give 0.9 g (74%) of the d...